Task: describe an organic reaction: reactants, conditions, products, and yield. Dataset: the Open Reaction Database (ORD), a public repository of structured organic reaction records Reactants: CCCCP(CCCC)CCCC, COC(=O)c1ccc(O)c(F)c1, CCOC(C)=O, Cc1ccccc1, CCCCCCC(O)c1ccc(-c2ccc(C(F)(F)F)cc2)nc1. Yields the product CCCCCCC(Oc1ccc(C(=O)OC)cc1F)c1ccc(-c2ccc(C(F)(F)F)cc2)nc1. RXN SMILES: [CH2:37]([P:38]([CH2:39][CH2:40][CH2:41][CH3:42])[CH2:43][CH2:44][CH2:45][CH3:46])[CH2:47][CH2:48][CH3:49].[CH3:25][O:26][C:27]([c:28]1[cH:29][c:30]([F:35])[c:31]([OH:34])[cH:32][cH:33]1)=[O:36].[CH3:50][CH2:51][O:52][C:53](=[O:54])[CH3:55].[CH3:56][c:57]1[cH:58][cH:59][cH:60][cH:61][cH:62]1.[F:1][C:2]([c:3]1[cH:4][cH:5][c:6](-[c:9]2[cH:10][cH:11][c:12]([CH:15]([CH2:16][CH2:17][CH2:18][CH2:19][CH2:20][CH3:21])[OH:22])[cH:13][n:14]2)[cH:7][cH:8]1)([F:23])[F:24]>>[F:1][C:2]([c:3]1[cH:4][cH:5][c:6](-[c:9]2[cH:10][cH:11][c:12]([CH:15]([CH2:16][CH2:17][CH2:18][CH2:19][CH2:20][CH3:21])[O:22][c:31]3[c:30]([F:35])[cH:29][c:28]([C:27]([O:26][CH3:25])=[O:36])[cH:33][cH:32]3)[cH:13][n:14]2)[cH:7][cH:8]1)([F:23])[F:24]. Reactants: NC1=CC=C(C=CC(=O)O)C=C1 (4-aminocinnamic acid), ClC1=NC=NC2=CC(=C(C=C12)OC)OC (4-chloro-6,7-dimethoxyquinazoline). Solvent: C(C)(C)O (isopropanol). Yields the product COC=1C=C2C=NC=NC2=CC1OC (6,7-dimethoxyquinazoline). Yield: 184.0%. RXN SMILES: NC1C=CC(C=CC(O)=O)=CC=1.Cl[C:14]1[C:23]2[C:18](=[CH:19][C:20]([O:26][CH3:27])=[C:21]([O:24][CH3:25])[CH:22]=2)[N:17]=[CH:16][N:15]=1>C(O)(C)C>[CH3:25][O:24][C:21]1[CH:22]=[C:23]2[C:18](=[CH:19][C:20]=1[O:26][CH3:27])[N:17]=[CH:16][N:15]=[CH:14]2. Reported procedure: As an alternative, a solution of 4-aminocinnamic acid (199 mg, 1.00 mmol) and 4-chloro-6,7-dimethoxyquinazoline (224 mg, 1.00 mmol) in isopropanol (200 ml) was heated at reflux for 3 hours before the reaction was allowed to cool to ambient temperature. The solid which had precipitated was collected by suction filtration and washed with diethyl ether (2×50 ml). Drying of this material yielded 4-(4-(2-carboxy)ethenyl)anilino)-6,7-dimethoxyquinazoline (350 mg, 90% yield) as a yellow solid. The reactants are OC1=C(C=C(C=C1)C)C1=C(CCC1)C=1C=C(C=C(C(=O)O)C1)NC(CC)=O (5-[2-(2-hydroxy-5-methylphenyl)cyclopent-1-enyl]-3-(propionamido)benzoic acid), FC1=C(CBr)C=CC(=C1)F (2,4-difluorobenzyl bromide). Solvent: CC(=O)C (acetone). Product: FC1=C(COC(C2=CC(=CC(=C2)C2=C(CCC2)C2=C(C=CC(=C2)C)OCC2=C(C=C(C=C2)F)F)NC(CC)=O)=O)C=CC(=C1)F (5-{2-[5-methyl-2-(2,4-difluorobenzyloxy)phenyl]cyclopent-1-enyl}-3-(propionamido)benzoic acid 2,4-difluorobenzyl ester). RXN SMILES: [OH:1][C:2]1[CH:7]=[CH:6][C:5]([CH3:8])=[CH:4][C:3]=1[C:9]1[CH2:13][CH2:12][CH2:11][C:10]=1[C:14]1[CH:15]=[C:16]([NH:23][C:24](=[O:27])[CH2:25][CH3:26])[CH:17]=[C:18]([CH:22]=1)[C:19]([OH:21])=[O:20].[F:28][C:29]1[CH:36]=[C:35]([F:37])[CH:34]=[CH:33][C:30]=1[CH2:31]Br>CC(C)=O>[F:28][C:29]1[CH:36]=[C:35]([F:37])[CH:34]=[CH:33][C:30]=1[CH2:31][O:20][C:19](=[O:21])[C:18]1[CH:22]=[C:14]([C:10]2[CH2:11][CH2:12][CH2:13][C:9]=2[C:3]2[CH:4]=[C:5]([CH3:8])[CH:6]=[CH:7][C:2]=2[O:1][CH2:31][C:30]2[CH:33]=[CH:34][C:35]([F:37])=[CH:36][C:29]=2[F:28])[CH:15]=[C:16]([NH:23][C:24](=[O:27])[CH2:25][CH3:26])[CH:17]=1. Procedure details: Prepared by general procedure 5 but using 5-[2-(2-hydroxy-5-methylphenyl)cyclopent-1-enyl]-3-(propionamido)benzoic acid instead of 6-[2-(5-chloro-2-hydroxyphenyl)cyclopent-1-enyl]pyridine-2-carboxylic acid, 2,4-difluorobenzyl bromide instead of 4-chlorobenzyl bromide and acetone instead of 2-butanone. Reactants: Br, CC(=O)O, COc1nnc2c(NC(C)C)nc3cc(CN4CCN(C)CC4)ccc3n12. Yields the product CC(C)Nc1nc2cc(CN3CCN(C)CC3)ccc2n2c(=O)[nH]nc12. RXN SMILES: [BrH:32].[C:28]([OH:29])(=[O:30])[CH3:31].[CH:1]([CH3:2])([CH3:3])[NH:4][c:5]1[c:6]2[n:7]([c:8]3[cH:9][cH:10][c:11]([CH2:15][N:16]4[CH2:17][CH2:18][N:19]([CH3:22])[CH2:20][CH2:21]4)[cH:12][c:13]3[n:14]1)[c:23]([O:26][CH3:27])[n:24][n:25]2>>[CH:1]([CH3:2])([CH3:3])[NH:4][c:5]1[c:6]2[n:7]([c:8]3[cH:9][cH:10][c:11]([CH2:15][N:16]4[CH2:17][CH2:18][N:19]([CH3:22])[CH2:20][CH2:21]4)[cH:12][c:13]3[n:14]1)[c:23](=[O:26])[nH:24][n:25]2.